Dataset: the Open Reaction Database (ORD), a public repository of structured organic reaction records. Task: describe an organic reaction: reactants, conditions, products, and yield Product: OC(c1cccc(Oc2ccccc2)n1)C(F)(F)F. As a reaction SMILES: [BH4-:20].[CH3:22][CH2:23][OH:24].[F:1][C:2]([C:3](=[O:4])[c:5]1[n:6][c:7]([O:11][c:12]2[cH:13][cH:14][cH:15][cH:16][cH:17]2)[cH:8][cH:9][cH:10]1)([F:18])[F:19].[Na+:21]>>[F:1][C:2]([CH:3]([OH:4])[c:5]1[n:6][c:7]([O:11][c:12]2[cH:13][cH:14][cH:15][cH:16][cH:17]2)[cH:8][cH:9][cH:10]1)([F:18])[F:19]. Reactants: [BH4-], CCO, O=C(c1cccc(Oc2ccccc2)n1)C(F)(F)F, [Na+]. Reaction SMILES: [H-].[Na+].[Br:3][C:4]1[CH:12]=[C:11]([F:13])[CH:10]=[C:9]2[C:5]=1[CH:6]=[CH:7][NH:8]2.[N+:14]([C:17]1[CH:22]=[CH:21][C:20]([S:23](Cl)(=[O:25])=[O:24])=[CH:19][CH:18]=1)([O-:16])=[O:15].O>CN(C=O)C>[Br:3][C:4]1[CH:12]=[C:11]([F:13])[CH:10]=[C:9]2[C:5]=1[CH:6]=[CH:7][N:8]2[S:23]([C:20]1[CH:19]=[CH:18][C:17]([N+:14]([O-:16])=[O:15])=[CH:22][CH:21]=1)(=[O:24])=[O:25] |f:0.1|. Product: BrC1=C2C=CN(C2=CC(=C1)F)S(=O)(=O)C1=CC=C(C=C1)[N+](=O)[O-] (4-Bromo-6-fluoro-1-[(4-nitrophenyl)sulfonyl]-1H-indole). Run at temperature 0 celsius, time 1 hour. Reactants: O (water), [H-].[Na+] (Sodium hydride), BrC1=C2C=CNC2=CC(=C1)F (4-bromo-6-fluoro-1H-indole), [N+](=O)([O-])C1=CC=C(C=C1)S(=O)(=O)Cl (4-nitrobenzenesulfonyl chloride). Reported procedure: Sodium hydride (299 mg, 7.48 mmol) was added to a stirred solution of 4-bromo-6-fluoro-1H-indole (800 mg, 3.74 mmol) in DMF (20 ml) that had been cooled in an ice bath to 0° C. and placed under nitrogen. The mixture was stirred for 5 mins before 4-nitrobenzenesulfonyl chloride (911 mg, 4.11 mmol) was added. The mixture was stirred at 0° C. for 1 hour. The resultant orange/brown solution was poured into stirring water (40 ml). The mixture was rapidly stirred for 30 mins. The resulting brown suspe... The solvent is CN(C)C=O (DMF). The reactants are CN1C(=NC=C1)C=1CCN(CC1)C(=O)OC(C)(C)C (tert-butyl 4-(1-methyl-1H-imidazol-2-yl)-3,6-dihydropyridine-1(2H)-carboxylate). Reagents/catalysts: [Pd] (Pd/C). Run in CO (MeOH). Reaction conditions: time 7 hour. Product: CN1C(=NC=C1)C1CCN(CC1)C(=O)OC(C)(C)C (tert-butyl 4-(1-methyl-1H-imidazol-2-yl)piperidine-1-carboxylate). Isolated yield 32.9%. As a reaction SMILES: [CH3:1][N:2]1[CH:6]=[CH:5][N:4]=[C:3]1[C:7]1[CH2:8][CH2:9][N:10]([C:13]([O:15][C:16]([CH3:19])([CH3:18])[CH3:17])=[O:14])[CH2:11][CH:12]=1>CO.[Pd]>[CH3:1][N:2]1[CH:6]=[CH:5][N:4]=[C:3]1[CH:7]1[CH2:12][CH2:11][N:10]([C:13]([O:15][C:16]([CH3:19])([CH3:18])[CH3:17])=[O:14])[CH2:9][CH2:8]1. Procedure details: To a solution of tert-butyl 4-(1-methyl-1H-imidazol-2-yl)-3,6-dihydropyridine-1(2H)-carboxylate (398 mg) in MeOH (4.0 ml) was added 5% Pd/C (wet; 40 mg) and the mixture was stirred at room temperature for 7 hours under hydrogen atmosphere (1 atm). After removal of Pd/C with cerite, the filtrate was concentrated in vacuo. The resultant residue was purified by silica gel column (n-hexane:EtOAc=80:20 to EtOAc only) to give tert-butyl 4-(1-methyl-1H-imidazol-2-yl)piperidine-1-carboxylate (132 mg) as... Starting materials: [H][H] (hydrogen), N (ammonia), C(CCC)OC1=NC(=C2N=CN(C2=N1)[C@H]1[C@H](OC(C)=O)[C@H](OC(C)=O)[C@H](O1)COC(C)=O)Cl (2-butyloxy-6-chloro-9-(2,3,5-tri-O-acetyl-β-D-ribofuranosyl)purine). Yields the product C(CCC)OC=1N=C(C=2N=CN([C@H]3[C@H](O)[C@H](O)[C@@H](CO)O3)C2N1)N (2-butyloxyadenosine). Isolated yield 30.0%. RXN SMILES: [H][H].[NH3:3].[CH2:4]([O:8][C:9]1[N:17]=[C:16]2[C:12]([N:13]=[CH:14][N:15]2[C@@H:18]2[O:30][C@H:29]([CH2:31][O:32]C(=O)C)[C@@H:24]([O:25]C(=O)C)[C@H:19]2[O:20]C(=O)C)=[C:11](Cl)[N:10]=1)[CH2:5][CH2:6][CH3:7]>>[CH2:4]([O:8][C:9]1[N:10]=[C:11]([NH2:3])[C:12]2[N:13]=[CH:14][N:15]([C:16]=2[N:17]=1)[C@@H:18]1[O:30][C@H:29]([CH2:31][OH:32])[C@@H:24]([OH:25])[C@H:19]1[OH:20])[CH2:5][CH2:6][CH3:7]. Reported procedure: A compound having a structure of the above formula was prepared where the substituents R1 and R2 are hydrogen and R3 is n-butyl (—CH2CH2CH2CH3). The compound (C14H21N5O5) was prepared by reaction of ammonia with 2-butyloxy-6-chloro-9-(2,3,5-tri-O-acetyl-β-D-ribofuranosyl)purine (Example 5) as described in Example 2, Step E. The final product was isolated in 30% yield as a solid with a melting point of 145-146° C. 1H-NMR (DMSO-d6): δ 0.9 (t, 3H); 1.37 (m, 2H, J=8); 1.65 (m, 2H, J=8); 3.66 (m, 2H)... Reactants: N1=CC=CC=C1 (pyridine), Cl.CN(CCCN=C=NCC)C (N-[3-(dimethylamino)propyl]-N′-ethylcarbodiimide hydrochloride), N1=CC(=CC=C1)COC1=C(C=CC=C1)N (2-(pyridin-3-ylmethoxy)phenylamine), N1(CCOCC1)C=1N=C(NC(C1)=O)CC(=O)[O-].[Na+] (sodium [4-(morpholin-4-yl)-6-oxo-1,6-dihydropyrimidin-2-yl]acetate). Run in CN(C=O)C (N,N-dimethylformamide). Reaction conditions: time 20 hour. Yields the product N1(CCOCC1)C=1N=C(NC(C1)=O)CC(=O)NC1=C(C=CC=C1)OCC=1C=NC=CC1 (2-[4-(morpholin-4-yl)-6-oxo-1,6-dihydropyrimidin-2-yl]-N-[2-(pyridin-3-ylmethoxy)phenyl]acetamide). Yield: 37.2%. RXN SMILES: N1C=CC=CC=1.Cl.CN(C)CCCN=C=NCC.[N:19]1[CH:24]=[CH:23][CH:22]=[C:21]([CH2:25][O:26][C:27]2[CH:32]=[CH:31][CH:30]=[CH:29][C:28]=2[NH2:33])[CH:20]=1.[N:34]1([C:40]2[N:41]=[C:42]([CH2:47][C:48]([O-])=[O:49])[NH:43][C:44](=[O:46])[CH:45]=2)[CH2:39][CH2:38][O:37][CH2:36][CH2:35]1.[Na+]>CN(C)C=O>[N:34]1([C:40]2[N:41]=[C:42]([CH2:47][C:48]([NH:33][C:28]3[CH:29]=[CH:30][CH:31]=[CH:32][C:27]=3[O:26][CH2:25][C:21]3[CH:20]=[N:19][CH:24]=[CH:23][CH:22]=3)=[O:49])[NH:43][C:44](=[O:46])[CH:45]=2)[CH2:35][CH2:36][O:37][CH2:38][CH2:39]1 |f:1.2,4.5|. Procedure details: 2 ml of pyridine, 300 mg of N-[3-(dimethylamino)propyl]-N′-ethylcarbodiimide hydrochloride and 366 mg of 2-(pyridin-3-ylmethoxy)phenylamine are added to a solution of 250 mg of sodium [4-(morpholin-4-yl)-6-oxo-1,6-dihydropyrimidin-2-yl]acetate prepared in stage 2 of example 1, in 2 ml of N,N-dimethylformamide. The reaction mixture is stirred at ambient temperature for 20 hours, and then concentrated under reduced pressure. Water and ethyl acetate are added and the resulting mixture is thus stirr... Reactants: CCCC(CO)CO, Cc1ccccc1, O=Cc1ccc(-c2ccc(F)cc2)nc1, O=S(=O)(O)O. Yields the product CCCC1COC(c2ccc(-c3ccc(F)cc3)nc2)OC1. Reaction SMILES: [CH2:16]([CH2:17][CH3:18])[CH:19]([CH2:20][OH:21])[CH2:22][OH:23].[CH3:29][c:30]1[cH:31][cH:32][cH:33][cH:34][cH:35]1.[F:1][c:2]1[cH:3][cH:4][c:5](-[c:8]2[cH:9][cH:10][c:11]([CH:14]=[O:15])[cH:12][n:13]2)[cH:6][cH:7]1.[S:24](=[O:25])(=[O:26])([OH:27])[OH:28]>>[F:1][c:2]1[cH:3][cH:4][c:5](-[c:8]2[cH:9][cH:10][c:11]([CH:14]3[O:15][CH2:22][CH:19]([CH2:16][CH2:17][CH3:18])[CH2:20][O:21]3)[cH:12][n:13]2)[cH:6][cH:7]1.